Dataset: the Open Reaction Database (ORD), a public repository of structured organic reaction records. Task: describe an organic reaction: reactants, conditions, products, and yield The reactants are C[C@@H]1C[C@H]2CC=CC=CCCC=CC=CC(=O)NC(C(=O)OC(C(C(CC=C(C(C(C=C(C(C(C(C[C@H](C1)O2)O)C)O)C)C)O)C)OC(=O)CC(C(=O)O)O)C)C(C(C)O)NC(=O)C(C)C(CCC(C)C(/C(=C/C(C)C(C(C(C(C)C)O)NC(=O)/C=C/C(C)(C)C(=O)C(C)C(C(C)(C)C(=O)OC)O)O)/C)O)O)C(C(=O)O)O (chondropsin A), ( 4.62 ), C[C@H]1C[C@@H]2C/C=C/C=C\CC/C=C/C=C/C(=O)NC(C(=O)OC(C(C(C/C=C(\C(C(/C=C(/C(C(C(CC(C1)O2)O)C)O)\C)C)O)/C)OC(=O)CC(C(=O)O)O)C)C(C(C)O)NC(=O)C(C)C(CCC(C)C(/C(=C\C(C)C(C(CC(C)C)NC(=O)/C=C\C(C)(C)C(=O)C(C)C(C(C)(C)C(=O)OC)O)O)/C)O)O)C(C(=O)O)O (73-deoxychondropsin A), H2-73, [I-].[Cs+] (CsI), methylene, C[C@@H]1C[C@H]2CC=CC=CCCC=CC=CC(=O)NC(C(=O)OC(C(C(CC=C(C(C(C=C(C(C(C(C[C@H](C1)O2)O)C)O)C)C)O)C)OC(=O)CC(C(=O)O)O)C)C(C(C)O)NC(=O)C(C)C(CCC(C)C(/C(=C/C(C)C(C(C(C(C)C)O)NC(=O)/C=C/C(C)(C)C(=O)C(C)C(C(C)(C)C(=O)OC)O)O)/C)O)O)C(C(=O)O)O (chondropsin A), ( 4.56 ), C[C@H]1C[C@@H]2C/C=C/C=C\CC/C=C/C=C/C(=O)NC(C(=O)OC(C(C(C/C=C(\C(C(/C=C(/C(C(C(CC(C1)O2)O)C)O)\C)C)O)/C)OC(=O)CC(C(=O)O)O)C)C(C(C)O)NC(=O)C(C)C(CCC(C)C(/C(=C\C(C)C(C(CC(C)C)NC(=O)/C=C\C(C)(C)C(=O)C(C)C(C(C)(C)C(=O)OC)O)O)/C)O)O)C(C(=O)O)O (73-deoxychondropsin A), C[C@H]1C[C@@H]2C/C=C/C=C\CC/C=C/C=C/C(=O)NC(C(=O)OC(C(C(C/C=C(\C(C(/C=C(/C(C(C(CC(C1)O2)O)C)O)\C)C)O)/C)OC(=O)CC(C(=O)O)O)C)C(C(C)O)NC(=O)C(C)C(CCC(C)C(/C(=C\C(C)C(C(CC(C)C)NC(=O)/C=C\C(C)(C)C(=O)C(C)C(C(C)(C)C(=O)OC)O)O)/C)O)O)C(C(=O)O)O (73-deoxychondropsin A), CO (MeOH), methylene, C[C@@H]1C[C@H]2CC=CC=CCCC=CC=CC(=O)NC(C(=O)OC(C(C(CC=C(C(C(C=C(C(C(C(C[C@H](C1)O2)O)C)O)C)C)O)C)OC(=O)CC(C(=O)O)O)C)C(C(C)O)NC(=O)C(C)C(CCC(C)C(/C(=C/C(C)C(C(C(C(C)C)O)NC(=O)/C=C/C(C)(C)C(=O)C(C)C(C(C)(C)C(=O)OC)O)O)/C)O)O)C(C(=O)O)O (chondropsin A), C[C@H]1C[C@@H]2C/C=C/C=C\CC/C=C/C=C/C(=O)NC(C(=O)OC(C(C(C/C=C(\C(C(/C=C(/C(C(C(CC(C1)O2)O)C)O)\C)C)O)/C)OC(=O)CC(C(=O)O)O)C)C(C(C)O)NC(=O)C(C)C(CCC(C)C(/C(=C\C(C)C(C(CC(C)C)NC(=O)/C=C\C(C)(C)C(=O)C(C)C(C(C)(C)C(=O)OC)O)O)/C)O)O)C(C(=O)O)O (73-deoxychondropsin A), CO (MeOH), ( 4.61 ). The product is [N+](=[N-])=C (diazomethane), compound ( 5 ), C[C@H]1C[C@@H]2C/C=C/C=C\CC/C=C/C=C/C(=O)NC(C(=O)OC(C(C(C/C=C(\C(C(/C=C(/C(C(C(CC(C1)O2)O)C)O)\C)C)O)/C)OC(=O)CC(C(=O)O)O)C)C(C(C)O)NC(=O)C(C)C(CCC(C)C(/C(=C\C(C)C(C(CC(C)C)NC(=O)/C=C\C(C)(C)C(=O)C(C)C(C(C)(C)C(=O)OC)O)O)/C)O)O)C(C(=O)O)O (73-deoxychondropsin A). As a reaction SMILES: CO.[I-].[Cs+].C[C@H]1C[C@@H]2O[C@H](CC=CC=CCCC=CC=CC(NC(C(O)C(O)=O)C(OC(C(NC(C(C(O)CCC(C(O)/C(/C)=C/C(C(O)C([NH:87][C:88](/C=C/C(C(C(C(O)C(C(OC)=O)(C)C)C)=O)(C)C)=O)C(O)C(C)C)C)C)C)=O)C(O)C)C(C)C(OC(CC(O)C(O)=O)=O)CC=C(C)C(O)C(C)C=C(C)C(O)C(C)C(O)C2)=O)=O)C1.[CH3:117][C@@H:118]1[CH2:154][CH:153]2[O:155][C@@H:120]([CH2:121][CH:122]=[CH:123][CH:124]=[CH:125][CH2:126][CH2:127][CH:128]=[CH:129][CH:130]=[CH:131][C:132]([NH:134][CH:135]([CH:223]([OH:227])[C:224]([OH:226])=[O:225])[C:136]([O:138][CH:139]([CH:173]([NH:177][C:178]([CH:180]([CH:182]([OH:222])[CH2:183][CH2:184][CH:185]([CH:187]([OH:221])/[C:188](/[CH3:220])=[CH:189]\[CH:190]([CH:192]([OH:219])[CH:193]([NH:198][C:199](/[CH:201]=[CH:202]\[C:203]([C:206]([CH:208]([CH:210]([OH:218])[C:211]([C:214]([O:216][CH3:217])=[O:215])([CH3:213])[CH3:212])[CH3:209])=[O:207])([CH3:205])[CH3:204])=[O:200])[CH2:194][CH:195]([CH3:197])[CH3:196])[CH3:191])[CH3:186])[CH3:181])=[O:179])[CH:174]([OH:176])[CH3:175])[CH:140]([CH3:172])[CH:141]([O:163][C:164]([CH2:166][CH:167]([OH:171])[C:168]([OH:170])=[O:169])=[O:165])[CH2:142][CH:143]=[C:144]([CH3:162])[CH:145]([OH:161])[CH:146]([CH3:160])[CH:147]=[C:148]([CH3:159])[CH:149]([OH:158])[CH:150]([CH3:157])[CH:151]([OH:156])[CH2:152]2)=[O:137])=[O:133])[CH2:119]1>>[N+:87](=[CH2:88])=[N-:134].[CH3:117][C@@H:118]1[CH2:154][CH:153]2[O:155][C@@H:120]([CH2:121][CH:122]=[CH:123][CH:124]=[CH:125][CH2:126][CH2:127][CH:128]=[CH:129][CH:130]=[CH:131][C:132]([NH:134][CH:135]([CH:223]([OH:227])[C:224]([OH:226])=[O:225])[C:136]([O:138][CH:139]([CH:173]([NH:177][C:178]([CH:180]([CH:182]([OH:222])[CH2:183][CH2:184][CH:185]([CH:187]([OH:221])/[C:188](/[CH3:220])=[CH:189]\[CH:190]([CH:192]([OH:219])[CH:193]([NH:198][C:199](/[CH:201]=[CH:202]\[C:203]([C:206]([CH:208]([CH:210]([OH:218])[C:211]([C:214]([O:216][CH3:217])=[O:215])([CH3:213])[CH3:212])[CH3:209])=[O:207])([CH3:204])[CH3:205])=[O:200])[CH2:194][CH:195]([CH3:196])[CH3:197])[CH3:191])[CH3:186])[CH3:181])=[O:179])[CH:174]([OH:176])[CH3:175])[CH:140]([CH3:172])[CH:141]([O:163][C:164]([CH2:166][CH:167]([OH:171])[C:168]([OH:170])=[O:169])=[O:165])[CH2:142][CH:143]=[C:144]([CH3:162])[CH:145]([OH:161])[CH:146]([CH3:160])[CH:147]=[C:148]([CH3:159])[CH:149]([OH:158])[CH:150]([CH3:157])[CH:151]([OH:156])[CH2:152]2)=[O:137])=[O:133])[CH2:119]1 |f:1.2|. Procedure details: An aqueous extract (27.5 g) of Ircinia ramosa collected in Australia was fractionated on C4 reversed-phase media, Sephadex LH-20, and C18 HPLC (eluted with a 45-100% gradient of CH3CN in H2O with 0.1% TFA) to give chondropsin A (FIG. 1A, compound (1)) (1 mg) and 73-deoxychondropsin A (5 mg) (FIG. 1A, compound (4)). 73-deoxychondropsin A was obtained as a white powder; [α]D +2.0 (c 0.3, MeOH); W (MeOH) λmax (log ε) 216 (4.62), 226 (4.61), 261 (4.56) nm; IR υmax (film) 3500-3200, 1660, 1620, 1532,... The reactants are CCOC(CCc1noc(Cc2ccccc2)n1)OCC, CCO, Cc1ccc(S(=O)(=O)O)cc1. Product: O=CCCc1noc(Cc2ccccc2)n1. As a reaction SMILES: [CH2:1]([O:3][CH:4]([O:2][CH2:19][CH3:20])[CH2:5][CH2:6][c:7]1[n:8][o:9][c:10]([CH2:12][c:13]2[cH:14][cH:15][cH:16][cH:17][cH:18]2)[n:11]1)[CH3:21].[CH3:33][CH2:34][OH:35].[c:22]1([CH3:23])[cH:24][cH:25][c:26]([S:27]([OH:28])(=[O:29])=[O:30])[cH:31][cH:32]1>>[O:3]=[CH:4][CH2:5][CH2:6][c:7]1[n:8][o:9][c:10]([CH2:12][c:13]2[cH:14][cH:15][cH:16][cH:17][cH:18]2)[n:11]1.